This data is from the Open Reaction Database (ORD), a public repository of structured organic reaction records. The task is: describe an organic reaction: reactants, conditions, products, and yield Starting materials: [C@@H]1([C@H](O)[C@H](O)[C@@H](CO)O1)N1C(=O)N=C(N)N=C1 (5-azacytidine), COC1=CC=C(C(C2=CC=C(C=C2)OC)(C2=CC=CC=C2)Cl)C=C1 (4,4'-dimethoxytrityl chloride), ice water. Run in N1=CC=CC=C1 (pyridine). Conditions: time 8 hour. Yields the product COC1=CC=C(C(C2=CC=C(C=C2)OC)(C2=CC=CC=C2)OC[C@@H]2[C@H]([C@H]([C@@H](O2)N2C(=O)N=C(N)N=C2)O)O)C=C1 (5'-O-(4,4'-Dimethoxytrityl)-5-azacytidine). Isolated yield 58.8%. As a reaction SMILES: [C@@H:1]1([N:10]2[CH:17]=[N:16][C:14]([NH2:15])=[N:13][C:11]2=[O:12])[O:9][C@H:6]([CH2:7][OH:8])[C@@H:4]([OH:5])[C@H:2]1[OH:3].[CH3:18][O:19][C:20]1[CH:41]=[CH:40][C:23]([C:24](Cl)([C:33]2[CH:38]=[CH:37][CH:36]=[CH:35][CH:34]=2)[C:25]2[CH:30]=[CH:29][C:28]([O:31][CH3:32])=[CH:27][CH:26]=2)=[CH:22][CH:21]=1>N1C=CC=CC=1>[CH3:32][O:31][C:28]1[CH:27]=[CH:26][C:25]([C:24]([O:8][CH2:7][C@H:6]2[O:9][C@@H:1]([N:10]3[CH:17]=[N:16][C:14]([NH2:15])=[N:13][C:11]3=[O:12])[C@H:2]([OH:3])[C@@H:4]2[OH:5])([C:33]2[CH:34]=[CH:35][CH:36]=[CH:37][CH:38]=2)[C:23]2[CH:40]=[CH:41][C:20]([O:19][CH3:18])=[CH:21][CH:22]=2)=[CH:30][CH:29]=1. Procedure: To a solution of 5-azacytidine (2.20 g, 9 mmol) in dry pyridine (45 mL) was added 4,4'-dimethoxytrityl chloride (3.15 g, 9.3 mmol) and the mixture was stirred overnight. The reaction mixture was poured into ice-water and extracted with chloroform. The combined organic extracts were dried (MgSO4) and chromatographed through a silica gel column (ethyl acetate--10% methanol/ethyl acetate) to give 2.89 g (59%) of a white product. NMR (CDCl3 +D2O); δ 3.35 (m, 2H), 3.70 (s, 6H), 4.26 (m, 3H), 5.80 (d,... Starting materials: CC1=CC=C(C=C1)C(C[N+](=O)[O-])O (1-(4-methylphenyl)-2-nitroethanol). The reagents and catalysts are [Pd] (Pd/C). The solvent is CCO (EtOH). Conditions: time 8 hour. Product: NCC(O)C1=CC=C(C=C1)C (2-amino-1-(4-methylphenyl)ethanol). As a reaction SMILES: [CH3:1][C:2]1[CH:7]=[CH:6][C:5]([CH:8]([OH:13])[CH2:9][N+:10]([O-])=O)=[CH:4][CH:3]=1>CCO.[Pd]>[NH2:10][CH2:9][CH:8]([C:5]1[CH:6]=[CH:7][C:2]([CH3:1])=[CH:3][CH:4]=1)[OH:13]. Procedure details: A suspension of 10% Pd/C (24 mg) in a solution of 1-(4-methylphenyl)-2-nitroethanol (50 mg, 0.276 mmol) in absolute EtOH (1 mL) was stirred overnight at room temperature under 15 psi of H2. The reaction mixture was filtered through a pad of Celite and the filtrate was concentrated in vacuo to afford 2-amino-1-(4-methylphenyl)ethanol as an oil. LCMS calc.=152.10; found=152 (M+1)+. 1H NMR (CDCl3, 500 MHz) δ 7.20 (d, J=8.0 Hz, 2H), 7.13 (d, J=8.0 Hz, 2H), 4.57 (dd, J=7.9, 3.9 Hz, 1H), 2.86 (dd, J=1... Starting materials: [N+](=O)([O-])C1=C(C=CC=C1)N=NC1=C(C(=CC(=C1)C(C)(C)CC)C(C)(C)CC)O (2-nitro-2'-hydroxy-3', 5'-di-tert.-amylazobenzene), NCCNCCN (diethylenetriamine), NCCNCCN (diethylenetriamine). The solvent is C=1(C(=CC=CC1)C)C (xylene). Product: OC1=C(C=C(C=C1C(C)(C)CC)C(C)(C)CC)N1N=C2C(=N1)C=CC=C2 (2-(2'-hydroxy-3', 5'-di-tert.-amylphenyl)-2H-benzotriazole). The yield is 86.5%. Reaction SMILES: [N+:1]([C:4]1[CH:9]=[CH:8][CH:7]=[CH:6][C:5]=1[N:10]=[N:11][C:12]1[CH:17]=[C:16]([C:18]([CH2:21][CH3:22])([CH3:20])[CH3:19])[CH:15]=[C:14]([C:23]([CH2:26][CH3:27])([CH3:25])[CH3:24])[C:13]=1[OH:28])([O-])=O.NCCNCCN>C1(C)C(C)=CC=CC=1>[OH:28][C:13]1[C:14]([C:23]([CH2:26][CH3:27])([CH3:25])[CH3:24])=[CH:15][C:16]([C:18]([CH2:21][CH3:22])([CH3:20])[CH3:19])=[CH:17][C:12]=1[N:11]1[N:10]=[C:5]2[CH:6]=[CH:7][CH:8]=[CH:9][C:4]2=[N:1]1. Procedure details: Example 1 is repeated, except that an equivalent amount of 2-nitro-2'-hydroxy-3', 5'-di-tert.-amylazobenzene (91.6% pure) is used instead of 2-nitro-2'-hydroxy-5'-methylazobenzene and a mixture of 60 g of xylene and 40 g of diethylenetriamine is used instead of 80 g of xylene and 20 g of diethylenetriamine. The work up is analogous (filtering off the catalyst, separating off the amine bottom phase, extracting the remaining amine from the xylene top phase with water, concentration and crystalliza... The reactants are C(=O)(C(F)(F)F)O (TFA), CCN(C(C)C)C(C)C (DIEA), C1=CC=CC=2C3=CC=CC=C3C(C12)COC(=O)N[C@H](C(=O)O)CC1=CC=C(C=C1)C(=O)OC(C)(C)C ((S)-2-((((9H-fluoren-9-yl)methoxy)carbonyl)amino)-3-(4-(tert-butoxycarbonyl)phenyl)propanoic acid), [Cl-].COC1=NC(=NC(=N1)OC)[N+]1(CCOCC1)C (4-(4,6-dimethoxy-1,3,5-triazin-2-yl)-4-methylmorpholin-4-ium chloride), C[Si]1(CN[C@@H](C1)C(=O)N[C@@H]1CCCC2=CC=CC=C12)C ((R)-3,3-dimethyl-N—((R)-1,2,3,4-tetrahydronaphthalen-1-yl)-1,3-azasilolidine-5-carboxamide). Solvent: CN(C)C=O (DMF), CN(C)C=O (DMF). Reaction conditions: time 2 hour. Product: C1=CC=CC=2C3=CC=CC=C3C(C12)COC(=O)N[C@@H](CC1=CC=C(C(=O)OC(C)(C)C)C=C1)C(=O)N1C[Si](C[C@H]1C(N[C@@H]1CCCC2=CC=CC=C12)=O)(C)C (tert-Butyl 4-((S)-2-((((9H-fluoren-9-yl)methoxy)carbonyl)amino)-3-((R)-3,3-dimethyl-5-(((R)-1,2,3,4-tetrahydronaphthalen-1-yl)carbamoyl)-1,3-azasilolidin-1-yl)-3-oxopropyl)benzoate). The yield is 83.0%. RXN SMILES: [CH:1]1[C:13]2[CH:12]([CH2:14][O:15][C:16]([NH:18][C@@H:19]([CH2:23][C:24]3[CH:29]=[CH:28][C:27]([C:30]([O:32][C:33]([CH3:36])([CH3:35])[CH3:34])=[O:31])=[CH:26][CH:25]=3)[C:20](O)=[O:21])=[O:17])[C:11]3[C:6](=[CH:7][CH:8]=[CH:9][CH:10]=3)[C:5]=2[CH:4]=[CH:3][CH:2]=1.[Cl-].COC1N=C(OC)N=C([N+]2(C)CCOCC2)N=1.[CH3:55][Si:56]1([CH3:74])[CH2:60][C@@H:59]([C:61]([NH:63][C@H:64]2[C:73]3[C:68](=[CH:69][CH:70]=[CH:71][CH:72]=3)[CH2:67][CH2:66][CH2:65]2)=[O:62])[NH:58][CH2:57]1.C(O)(C(F)(F)F)=O.CCN(C(C)C)C(C)C>CN(C=O)C>[CH:1]1[C:13]2[CH:12]([CH2:14][O:15][C:16]([NH:18][C@H:19]([C:20]([N:58]3[C@H:59]([C:61](=[O:62])[NH:63][C@H:64]4[C:73]5[C:68](=[CH:69][CH:70]=[CH:71][CH:72]=5)[CH2:67][CH2:66][CH2:65]4)[CH2:60][Si:56]([CH3:74])([CH3:55])[CH2:57]3)=[O:21])[CH2:23][C:24]3[CH:25]=[CH:26][C:27]([C:30]([O:32][C:33]([CH3:36])([CH3:35])[CH3:34])=[O:31])=[CH:28][CH:29]=3)=[O:17])[C:11]3[C:6](=[CH:7][CH:8]=[CH:9][CH:10]=3)[C:5]=2[CH:4]=[CH:3][CH:2]=1 |f:1.2|. Reported procedure: To a solution of (S)-2-((((9H-fluoren-9-yl)methoxy)carbonyl)amino)-3-(4-(tert-butoxycarbonyl)phenyl)propanoic acid (0.14 g, 0.29 mmol) in DMF (1.5 mL) was added 4-(4,6-dimethoxy-1,3,5-triazin-2-yl)-4-methylmorpholin-4-ium chloride (86 mg, 0.31 mmol) at rt followed by a solution of (R)-3,3-dimethyl-N—((R)-1,2,3,4-tetrahydronaphthalen-1-yl)-1,3-azasilolidine-5-carboxamide, TFA (105 mg, 0.261 mmol) and DIEA (115 μL) in DMF (2 mL). After 2 h, the reaction mixture was directly purified by preparative...